Task: describe an organic reaction: reactants, conditions, products, and yield. Dataset: the Open Reaction Database (ORD), a public repository of structured organic reaction records Reactants: F[B-](F)(F)F, CCN(C(C)C)C(C)C, CC(Oc1ncc(N)cc1-c1ccc(Cl)cc1)C(F)(F)F, CN(C)C=O, CN(C)C(On1nnc2ccccc21)=[N+](C)C, O=C(O)c1cccnn1. Yields the product CC(Oc1ncc(NC(=O)c2cccnn2)cc1-c1ccc(Cl)cc1)C(F)(F)F. RXN SMILES: [B-:10]([F:11])([F:12])([F:13])[F:14].[CH2:32]([N:33]([CH:34]([CH3:35])[CH3:36])[CH:37]([CH3:38])[CH3:39])[CH3:40].[Cl:41][c:42]1[cH:43][cH:44][c:45](-[c:48]2[cH:49][c:50]([NH2:61])[cH:51][n:52][c:53]2[O:54][CH:55]([C:56]([F:57])([F:58])[F:59])[CH3:60])[cH:46][cH:47]1.[O:62]=[CH:63][N:64]([CH3:65])[CH3:66].[n:15]1([O:16][C:17]([N:18]([CH3:19])[CH3:20])=[N+:21]([CH3:22])[CH3:23])[c:24]2[cH:25][cH:26][cH:27][cH:28][c:29]2[n:30][n:31]1.[n:1]1[n:2][c:3]([C:7](=[O:8])[OH:9])[cH:4][cH:5][cH:6]1>>[n:1]1[n:2][c:3]([C:7](=[O:9])[NH:61][c:50]2[cH:49][c:48](-[c:45]3[cH:44][cH:43][c:42]([Cl:41])[cH:47][cH:46]3)[c:53]([O:54][CH:55]([C:56]([F:57])([F:58])[F:59])[CH3:60])[n:52][cH:51]2)[cH:4][cH:5][cH:6]1.